From a dataset of the Open Reaction Database (ORD), a public repository of structured organic reaction records. describe an organic reaction: reactants, conditions, products, and yield Reactants: ClCCCl, CNOC, COc1ccc2c(C(=O)O)csc2c1, CCN(C(C)C)C(C)C, ClCCl, ClC(Cl)Cl, Cl, On1nnc2ccccc21. Yields the product COc1ccc2c(C(=O)N(C)OC)csc2c1. RXN SMILES: [CH2:30]([Cl:31])[CH2:32][Cl:33].[CH3:16][NH:17][O:18][CH3:19].[CH3:1][O:2][c:3]1[cH:4][cH:5][c:6]2[c:7]([s:8][cH:9][c:10]2[C:11](=[O:12])[OH:13])[cH:14]1.[CH:34]([N:35]([CH2:36][CH3:37])[CH:38]([CH3:39])[CH3:40])([CH3:41])[CH3:42].[Cl:43][CH2:44][Cl:45].[Cl:46][CH:47]([Cl:48])[Cl:49].[ClH:15].[OH:20][n:21]1[c:22]2[c:23]([cH:24][cH:25][cH:26][cH:27]2)[n:28][n:29]1>>[CH3:1][O:2][c:3]1[cH:4][cH:5][c:6]2[c:7]([s:8][cH:9][c:10]2[C:11](=[O:13])[N:17]([CH3:16])[O:18][CH3:19])[cH:14]1. The reactants are B, C1CCOC1, CSC, CC(=O)NCc1ccc(Cl)cc1, Cl. Yields the product CCNCc1ccc(Cl)cc1. Reaction SMILES: [BH3:16].[CH2:18]1[O:19][CH2:20][CH2:21][CH2:22]1.[CH3:13][S:14][CH3:15].[Cl:1][c:2]1[cH:3][cH:4][c:5]([CH2:6][NH:7][C:8]([CH3:9])=[O:10])[cH:11][cH:12]1.[ClH:17]>>[Cl:1][c:2]1[cH:3][cH:4][c:5]([CH2:6][NH:7][CH2:8][CH3:9])[cH:11][cH:12]1. Reaction SMILES: [BH4-:33].[C:1]1(=[N:6][n:7]2[c:8](=[O:30])[c:9]([C:18]3=[N:19][S:20](=[O:28])(=[O:29])[c:21]4[c:22]([cH:24][cH:25][cH:26][cH:27]4)[NH:23]3)[c:10]([OH:17])[c:11]3[cH:12][cH:13][cH:14][cH:15][c:16]23)[CH2:2][CH2:3][CH2:4][CH2:5]1.[CH3:31][OH:32].[ClH:35].[Li+:34].[O:36]1[CH2:37][CH2:38][CH2:39][CH2:40]1.[OH2:41]>>[CH:1]1([NH:6][n:7]2[c:8](=[O:30])[c:9]([C:18]3=[N:19][S:20](=[O:28])(=[O:29])[c:21]4[c:22]([cH:24][cH:25][cH:26][cH:27]4)[NH:23]3)[c:10]([OH:17])[c:11]3[cH:12][cH:13][cH:14][cH:15][c:16]23)[CH2:2][CH2:3][CH2:4][CH2:5]1. Reactants: [BH4-], O=c1c(C2=NS(=O)(=O)c3ccccc3N2)c(O)c2ccccc2n1N=C1CCCC1, CO, Cl, [Li+], C1CCOC1, O. Yields the product O=c1c(C2=NS(=O)(=O)c3ccccc3N2)c(O)c2ccccc2n1NC1CCCC1.